This data is from the Open Reaction Database (ORD), a public repository of structured organic reaction records. The task is: describe an organic reaction: reactants, conditions, products, and yield The reactants are CN(C)C=O, CC(C)(C)C(=O)Cn1cncn1, Clc1ccc(CBr)cc1, [H-], [Na+], O. Product: CC(C)(C)C(=O)C(Cc1ccc(Cl)cc1)n1cncn1. As a reaction SMILES: [CH3:25][N:26]([CH3:27])[CH:28]=[O:29].[CH3:3][C:4]([CH3:5])([C:6]([CH2:7][n:8]1[n:9][cH:10][n:11][cH:12]1)=[O:13])[CH3:14].[Cl:15][c:16]1[cH:17][cH:18][c:19]([CH2:20][Br:21])[cH:22][cH:23]1.[H-:1].[Na+:2].[OH2:24]>>[CH3:3][C:4]([CH3:5])([C:6]([CH:7]([n:8]1[n:9][cH:10][n:11][cH:12]1)[CH2:20][c:19]1[cH:18][cH:17][c:16]([Cl:15])[cH:23][cH:22]1)=[O:13])[CH3:14]. Reactants: [Li]CCCC, CSSC, COc1cccc2ccoc12, C1CCOC1, O. Product: COc1cccc2cc(SC)oc12. As a reaction SMILES: [CH2:1]([Li:2])[CH2:3][CH2:4][CH3:5].[CH3:17][S:18][S:19][CH3:20].[CH3:6][O:7][c:8]1[cH:9][cH:10][cH:11][c:12]2[cH:13][cH:14][o:15][c:16]12.[O:22]1[CH2:23][CH2:24][CH2:25][CH2:26]1.[OH2:21]>>[CH3:6][O:7][c:8]1[cH:9][cH:10][cH:11][c:12]2[cH:13][c:14]([S:18][CH3:17])[o:15][c:16]12. Starting materials: ClC=1C=C2C(=C(N(C2=CC1)CCC(=O)O)C1=NC=CC=C1)C (3-(5-chloro-3-methyl-2-pyridinyl-indol-1-yl)-propionic acid), [H-].[H-].[H-].[H-].[Li+].[Al+3] (LAH). The solvent is C1CCOC1 (THF). Run at temperature 0 celsius, time 30 minute. The product is ClC=1C=C2C(=C(N(C2=CC1)CCCO)C1=NC=CC=C1)C (3-(5-chloro-3-methyl-2-pyridinyl-indol-1-yl)-propan-1-ol). Reaction SMILES: [Cl:1][C:2]1[CH:3]=[C:4]2[C:8](=[CH:9][CH:10]=1)[N:7]([CH2:11][CH2:12][C:13](O)=[O:14])[C:6]([C:16]1[CH:21]=[CH:20][CH:19]=[CH:18][N:17]=1)=[C:5]2[CH3:22].[H-].[H-].[H-].[H-].[Li+].[Al+3]>C1COCC1>[Cl:1][C:2]1[CH:3]=[C:4]2[C:8](=[CH:9][CH:10]=1)[N:7]([CH2:11][CH2:12][CH2:13][OH:14])[C:6]([C:16]1[CH:21]=[CH:20][CH:19]=[CH:18][N:17]=1)=[C:5]2[CH3:22] |f:1.2.3.4.5.6|. Procedure details: A flask is charged with 3-(5-chloro-3-methyl-2-pyridinyl-indol-1-yl)-propionic acid (0.344 g, 1.09 mmol) and THF (10 mL). The reaction mixture is cooled to 0° C. and LAH (1M in THF, 2.73 mL, 2.73 mmol) is added. After stirring at room temperature for 30 min, the mixture is cooled to 0° C., quenched with aqueous NaHCO3 and extracted with ethyl acetate. The organic layer is dried over sodium sulfate and concentrated in vacuo to give a residue which is purified by silica gel flash chromatography (d...